From a dataset of the Open Reaction Database (ORD), a public repository of structured organic reaction records. describe an organic reaction: reactants, conditions, products, and yield Starting materials: COC(=O)CCCCN(CCc1cc2c(cc1OCc1ccc(Br)cc1)CCCC2)Cc1ccc(C(=O)OC)cc1, CCOC(C)=O, COCCOC, C1CCCCC1, COc1ccc(B(O)O)cc1, [Na+], [Na+], O=C([O-])[O-], O=P([O-])([O-])[O-], O. Product: COC(=O)CCCCN(CCc1cc2c(cc1OCc1ccc(-c3ccc(OC)cc3)cc1)CCCC2)Cc1ccc(C(=O)OC)cc1. RXN SMILES: [Br:18][c:19]1[cH:20][cH:21][c:22]([CH2:23][O:24][c:25]2[c:26]([CH2:35][CH2:36][N:37]([CH2:38][CH2:39][CH2:40][CH2:41][C:42](=[O:43])[O:44][CH3:45])[CH2:46][c:47]3[cH:48][cH:49][c:50]([C:51](=[O:52])[O:53][CH3:54])[cH:55][cH:56]3)[cH:27][c:28]3[c:33]([cH:34]2)[CH2:32][CH2:31][CH2:30][CH2:29]3)[cH:57][cH:58]1.[C:71]([O:72][CH2:73][CH3:74])(=[O:75])[CH3:76].[CH2:65]([CH2:66][O:67][CH3:68])[O:69][CH3:70].[CH2:77]1[CH2:78][CH2:79][CH2:80][CH2:81][CH2:82]1.[CH3:1][O:2][c:3]1[cH:4][cH:5][c:6]([B:9]([OH:10])[OH:11])[cH:7][cH:8]1.[Na+:12].[Na+:13].[O-:14][C:15](=[O:16])[O-:17].[O-:59][P:60](=[O:61])([O-:62])[O-:63].[OH2:64]>>[CH3:1][O:2][c:3]1[cH:4][cH:5][c:6](-[c:19]2[cH:20][cH:21][c:22]([CH2:23][O:24][c:25]3[c:26]([CH2:35][CH2:36][N:37]([CH2:38][CH2:39][CH2:40][CH2:41][C:42](=[O:43])[O:44][CH3:45])[CH2:46][c:47]4[cH:48][cH:49][c:50]([C:51](=[O:52])[O:53][CH3:54])[cH:55][cH:56]4)[cH:27][c:28]4[c:33]([cH:34]3)[CH2:32][CH2:31][CH2:30][CH2:29]4)[cH:57][cH:58]2)[cH:7][cH:8]1. Starting materials: CCCCCCCO, O=C(O)CCCl, [Na], O. The product is CCCCCCCOCCC(=O)O. As a reaction SMILES: [CH2:2]([CH2:3][CH2:4][CH2:5][CH2:6][CH2:7][CH3:8])[OH:9].[Cl:10][CH2:11][CH2:12][C:13](=[O:14])[OH:15].[Na:1].[OH2:16]>>[CH2:2]([CH2:3][CH2:4][CH2:5][CH2:6][CH2:7][CH3:8])[O:9][CH2:11][CH2:12][C:13](=[O:14])[OH:15]. Starting materials: OCc1cc(Br)ccc1Cl, CN(C)c1ccncc1, CC(C)[Si](Cl)(C(C)C)C(C)C, [Cl-], [NH4+], CN(C)C=O. The product is CC(C)[Si](OCc1cc(Br)ccc1Cl)(C(C)C)C(C)C. As a reaction SMILES: [Br:1][c:2]1[cH:3][cH:4][c:5]([Cl:10])[c:6]([CH2:7][OH:8])[cH:9]1.[CH3:27][N:28]([CH3:29])[c:30]1[cH:31][cH:32][n:33][cH:34][cH:35]1.[CH:11]([CH3:12])([CH3:13])[Si:14]([CH:15]([CH3:16])[CH3:17])([CH:18]([CH3:19])[CH3:20])[Cl:21].[Cl-:36].[NH4+:37].[O:22]=[CH:23][N:24]([CH3:25])[CH3:26]>>[Br:1][c:2]1[cH:3][cH:4][c:5]([Cl:10])[c:6]([CH2:7][O:8][Si:14]([CH:11]([CH3:12])[CH3:13])([CH:15]([CH3:16])[CH3:17])[CH:18]([CH3:19])[CH3:20])[cH:9]1. Starting materials: [F-].C(CCC)[N+](CCCC)(CCCC)CCCC (Tetrabutylammonium fluoride), C(C1=CC=CC=C1)OC(=O)NCC(=O)N(C1=C(C=CC=C1)CCCO[Si](C)(C)C(C)(C)C)CC(=O)OC(C)(C)C (N-(benzyloxycarbonylaminomethylcarbonyl)-N-(tert-butyloxycarbonyl-methyl)-2-(3-tert-butyldimethylsilyloxypropyl)aniline). Solvent: C1CCOC1 (THF), C(C)(=O)OCC (ethyl acetate). Reaction conditions: time 90 minute. Yields the product C(C1=CC=CC=C1)OC(=O)NCC(=O)N(C1=C(C=CC=C1)CCCO)CC(=O)OC(C)(C)C (N-(Benzyloxycarbonylaminomethylcarbonyl)-N-(tert-butyloxycarbonylmethyl)-2-(3-hydroxypropyl)aniline). RXN SMILES: [F-].C([N+](CCCC)(CCCC)CCCC)CCC.[CH2:19]([O:26][C:27]([NH:29][CH2:30][C:31]([N:33]([CH2:51][C:52]([O:54][C:55]([CH3:58])([CH3:57])[CH3:56])=[O:53])[C:34]1[CH:39]=[CH:38][CH:37]=[CH:36][C:35]=1[CH2:40][CH2:41][CH2:42][O:43][Si](C(C)(C)C)(C)C)=[O:32])=[O:28])[C:20]1[CH:25]=[CH:24][CH:23]=[CH:22][CH:21]=1>C1COCC1.C(OCC)(=O)C>[CH2:19]([O:26][C:27]([NH:29][CH2:30][C:31]([N:33]([CH2:51][C:52]([O:54][C:55]([CH3:58])([CH3:57])[CH3:56])=[O:53])[C:34]1[CH:39]=[CH:38][CH:37]=[CH:36][C:35]=1[CH2:40][CH2:41][CH2:42][OH:43])=[O:32])=[O:28])[C:20]1[CH:21]=[CH:22][CH:23]=[CH:24][CH:25]=1 |f:0.1|. Reported procedure: Tetrabutylammonium fluoride (1.0M in THF/10 ml, 10 mmol) was added to a solution of N-(benzyloxycarbonylaminomethylcarbonyl)-N-(tert-butyloxycarbonyl-methyl)-2-(3-tert-butyldimethylsilyloxypropyl)aniline(3.87 g, 6.8 mmol) in THF (25 ml) at room temperature. After stirring for 90 minutes the reaction mixture was diluted with ethyl acetate (150 ml), washed with water (150 ml), brine (150 ml) and dried (MgSO4). Filtration and evaporation of the solvent gave the crude product which was purified by f...